Dataset: the Open Reaction Database (ORD), a public repository of structured organic reaction records. Task: describe an organic reaction: reactants, conditions, products, and yield Product: O=Cc1ccccc1. Reactants: CC(C)(C)NO, CC(C)(C)N1OC1c1ccccc1, O=S(=O)(O)O. RXN SMILES: [C:1]([NH:2][OH:3])([CH3:4])([CH3:5])[CH3:6].[C:7]([N:8]1[O:12][CH:13]1[c:14]1[cH:15][cH:16][cH:17][cH:18][cH:19]1)([CH3:9])([CH3:10])[CH3:11].[S:20](=[O:21])(=[O:22])([OH:23])[OH:24]>>[O:12]=[CH:13][c:14]1[cH:15][cH:16][cH:17][cH:18][cH:19]1. Reactants: ClC1=C2C(=NC=C1C(=O)OCC)N(N=C2C)C2=CC=CC=C2 (Ethyl 4-chloro-1-phenyl-3-methyl-1H-pyrazolo[3,4-b]pyridine-5-carboxylate), C(C1=CC=CC=C1)NS(=O)(=O)C1=CC=C(C=C1)OC (benzyl-(4-methoxybenzenesulfonyl)amine), [H-].[Na+] (sodium hydride). Product: C(C1=CC=CC=C1)N(C1=C2C(=NC=C1C(=O)OCC)N(N=C2C)C2=CC=CC=C2)S(=O)(=O)C2=CC=C(C=C2)OC (ethyl 4-[benzyl-(4-methoxybenzenesulfonyl)amino]-1-phenyl-3-methyl-1H-pyrazolo[3,4-b]pyridine-5-carboxylate). Reaction SMILES: Cl[C:2]1[C:7]([C:8]([O:10][CH2:11][CH3:12])=[O:9])=[CH:6][N:5]=[C:4]2[N:13]([C:17]3[CH:22]=[CH:21][CH:20]=[CH:19][CH:18]=3)[N:14]=[C:15]([CH3:16])[C:3]=12.[CH2:23]([NH:30][S:31]([C:34]1[CH:39]=[CH:38][C:37]([O:40][CH3:41])=[CH:36][CH:35]=1)(=[O:33])=[O:32])[C:24]1[CH:29]=[CH:28][CH:27]=[CH:26][CH:25]=1.[H-].[Na+]>>[CH2:23]([N:30]([S:31]([C:34]1[CH:35]=[CH:36][C:37]([O:40][CH3:41])=[CH:38][CH:39]=1)(=[O:33])=[O:32])[C:2]1[C:7]([C:8]([O:10][CH2:11][CH3:12])=[O:9])=[CH:6][N:5]=[C:4]2[N:13]([C:17]3[CH:22]=[CH:21][CH:20]=[CH:19][CH:18]=3)[N:14]=[C:15]([CH3:16])[C:3]=12)[C:24]1[CH:29]=[CH:28][CH:27]=[CH:26][CH:25]=1 |f:2.3|. Procedure details: Following the procedure of Example 35, the product of Example 43 is reacted with benzyl-(4-methoxybenzenesulfonyl)amine and sodium hydride to provide ethyl 4-[benzyl-(4-methoxybenzenesulfonyl)amino]-1-phenyl-3-methyl-1H-pyrazolo[3,4-b]pyridine-5-carboxylate. m.p. 164°-166° C. The reactants are Cl, [N-]=[N+]=NCC1Cc2cccc(-c3ccccc3Cl)c2O1. The product is NCC1Cc2cccc(-c3ccccc3Cl)c2O1. Reaction SMILES: [ClH:21].[N:1](=[N+:2]=[N-:3])[CH2:4][CH:5]1[O:6][c:7]2[c:8]([cH:10][cH:11][cH:12][c:13]2-[c:14]2[c:15]([Cl:20])[cH:16][cH:17][cH:18][cH:19]2)[CH2:9]1>>[NH2:1][CH2:4][CH:5]1[O:6][c:7]2[c:8]([cH:10][cH:11][cH:12][c:13]2-[c:14]2[c:15]([Cl:20])[cH:16][cH:17][cH:18][cH:19]2)[CH2:9]1. Reactants: [Li]C, CCOCC, [Cu]I, Cc1ccc(S(=O)(=O)OCC2Cc3ccccc3O2)cc1. Product: CCC1Cc2ccccc2O1. RXN SMILES: [CH3:1][Li:2].[CH3:24][CH2:25][O:26][CH2:27][CH3:28].[Cu:29][I:30].[O:3]1[CH:4]([CH2:12][O:13][S:14]([c:15]2[cH:16][cH:17][c:18]([CH3:19])[cH:20][cH:21]2)(=[O:22])=[O:23])[CH2:5][c:6]2[c:7]1[cH:8][cH:9][cH:10][cH:11]2>>[CH3:1][CH2:12][CH:4]1[O:3][c:7]2[c:6]([cH:11][cH:10][cH:9][cH:8]2)[CH2:5]1. Reactants: CC(=O)O[BH-](OC(C)=O)OC(C)=O, CNC, ClCCl, Cl, O=C1CCN(C(=O)Nc2cc(Oc3ccc(NC(=S)NC(=O)Cc4ccccc4)cc3F)ccn2)CC1, [Na+]. RXN SMILES: [C:42]([O:43][BH-:44]([O:45][C:46](=[O:47])[CH3:48])[O:49][C:50](=[O:51])[CH3:52])(=[O:53])[CH3:54].[CH3:38][NH:39][CH3:40].[Cl:56][CH2:57][Cl:58].[ClH:41].[F:1][c:2]1[c:3]([O:4][c:5]2[cH:6][c:7]([NH:11][C:12](=[O:13])[N:14]3[CH2:15][CH2:16][C:17](=[O:20])[CH2:18][CH2:19]3)[n:8][cH:9][cH:10]2)[cH:21][cH:22][c:23]([NH:25][C:26](=[S:27])[NH:28][C:29]([CH2:30][c:31]2[cH:32][cH:33][cH:34][cH:35][cH:36]2)=[O:37])[cH:24]1.[Na+:55]>>[F:1][c:2]1[c:3]([O:4][c:5]2[cH:6][c:7]([NH:11][C:12](=[O:13])[N:14]3[CH2:15][CH2:16][CH:17]([N:39]([CH3:38])[CH3:40])[CH2:18][CH2:19]3)[n:8][cH:9][cH:10]2)[cH:21][cH:22][c:23]([NH:25][C:26](=[S:27])[NH:28][C:29]([CH2:30][c:31]2[cH:32][cH:33][cH:34][cH:35][cH:36]2)=[O:37])[cH:24]1. Product: CN(C)C1CCN(C(=O)Nc2cc(Oc3ccc(NC(=S)NC(=O)Cc4ccccc4)cc3F)ccn2)CC1. Product: C(#N)C(C(F)(F)F)(O)C1=CC=CC=C1 (1-Cyano-1-phenyl-2,2,2-trifluoroethanol). The reactants are FC(C(=O)C1=CC=CC=C1)(F)F (α,α,α-trifluoroacetophenone), cyanohydrin, [C-]#N.[K+] (potassium cyanide). Reaction SMILES: [F:1][C:2]([F:12])([F:11])[C:3]([C:5]1[CH:10]=[CH:9][CH:8]=[CH:7][CH:6]=1)=[O:4].[C-:13]#[N:14].[K+]>>[C:13]([C:3]([C:5]1[CH:10]=[CH:9][CH:8]=[CH:7][CH:6]=1)([OH:4])[C:2]([F:11])([F:12])[F:1])#[N:14] |f:1.2|. Procedure: 1-Cyano-1-phenyl-2,2,2-trifluoroethanol was prepared from α,α,α-trifluoroacetophenone by a cyanohydrin reaction with potassium cyanide.